This data is from the Open Reaction Database (ORD), a public repository of structured organic reaction records. The task is: describe an organic reaction: reactants, conditions, products, and yield Reactants: BrC1=CC=C(C=C1)O (4-bromophenol), C(Cl)C1CO1 (epichlorohydrin). Yields the product BrC1=CC=C(OCC2OC2)C=C1 (2-(4-Bromo-phenoxymethyl)-oxirane). Reaction SMILES: [Br:1][C:2]1[CH:7]=[CH:6][C:5]([OH:8])=[CH:4][CH:3]=1.[CH2:9]([CH:11]1[O:13][CH2:12]1)Cl>>[Br:1][C:2]1[CH:7]=[CH:6][C:5]([O:8][CH2:9][CH:11]2[CH2:12][O:13]2)=[CH:4][CH:3]=1. Procedure: The title compound was prepared from 4-bromophenol and epichlorohydrin employing the procedures as set forth in Step 1 of Example 2.